Task: describe an organic reaction: reactants, conditions, products, and yield. Dataset: the Open Reaction Database (ORD), a public repository of structured organic reaction records Starting materials: C(C)(=O)O[C@H]1[C@@H](O[C@@H]([C@H]([C@@H]1OC(C)=O)OC(C)=O)COC(C)=O)OC1=NNC(=C1CC1=CC=C(C=C1)\C=C\CC(=O)O)C(C)C (3-(2,3,4,6-tetra-O-acetyl-β-D-glucopyranosyloxy)-4-({4-[(1E)-3-carboxyprop-1-enyl]phenyl}methyl)-5-isopropyl-1H-pyrazole), Cl.NCC(=O)N (glycinamide hydrochloride), ON1N=NC2=C1C=CC=C2 (1-hydroxybenzotriazole), Cl.C(C)N=C=NCCCN(C)C (1-ethyl-3-(3-dimethylaminopropyl)carbodiimide hydrochloride). The solvent is CN(C=O)C (N,N-dimethylformamide), C(C)N(CC)CC (triethylamine). Conditions: time 8 hour. The product is C(N)(=O)CNC(=O)C/C=C/C1=CC=C(C=C1)CC=1C(=NNC1C(C)C)O[C@H]1[C@H](O)[C@@H](O)[C@H](O)[C@H](O1)CO (4-({4-[(1E)-3-(carbamoylmethylcarbamoyl)prop-1-enyl]phenyl}methyl)-3-(β-D-glucopyranosyloxy)-5-isopropyl-1H-pyrazole). Isolated yield 10.7%. Reaction SMILES: C([O:4][C@@H:5]1[C@@H:10]([O:11]C(=O)C)[C@H:9]([O:15]C(=O)C)[C@@H:8]([CH2:19][O:20]C(=O)C)[O:7][C@H:6]1[O:24][C:25]1[C:29]([CH2:30][C:31]2[CH:36]=[CH:35][C:34](/[CH:37]=[CH:38]/[CH2:39][C:40]([OH:42])=O)=[CH:33][CH:32]=2)=[C:28]([CH:43]([CH3:45])[CH3:44])[NH:27][N:26]=1)(=O)C.Cl.[NH2:47][CH2:48][C:49]([NH2:51])=[O:50].ON1C2C=CC=CC=2N=N1.Cl.C(N=C=NCCCN(C)C)C>CN(C)C=O.C(N(CC)CC)C>[C:49]([CH2:48][NH:47][C:40]([CH2:39]/[CH:38]=[CH:37]/[C:34]1[CH:35]=[CH:36][C:31]([CH2:30][C:29]2[C:25]([O:24][C@@H:6]3[O:7][C@H:8]([CH2:19][OH:20])[C@@H:9]([OH:15])[C@H:10]([OH:11])[C@H:5]3[OH:4])=[N:26][NH:27][C:28]=2[CH:43]([CH3:44])[CH3:45])=[CH:32][CH:33]=1)=[O:42])(=[O:50])[NH2:51] |f:1.2,4.5|. Procedure: To a solution of 3-(2,3,4,6-tetra-O-acetyl-β-D-glucopyranosyloxy)-4-({4-[(1E)-3-carboxyprop-1-enyl]phenyl}methyl)-5-isopropyl-1H-pyrazole (0.34 g) in N,N-dimethylformamide (1 mL) were added glycinamide hydrochloride (0.12 g), 1-hydroxybenzotriazole (0.09 g), 1-ethyl-3-(3-dimethylaminopropyl)carbodiimide hydrochloride (0.15 g) and triethylamine (0.27 g), and the mixture was stirred at room temperature overnight. The insoluble material was removed by filtration. To the filtrate was added 5 mol/L a... Starting materials: FC(C=1C=C(C=CC1)C1=C2CC(NC2=CC=C1)=O)(F)F (4-(3-trifluoromethyl-phenyl)-1,3-dihydro-indol-2-one), C[C@@H]1CN(C[C@@H](N1)C)C(=O)C1=C(NC(=C1)C)C=O (3-[(cis)3,5-dimethyl-piperazine-1-carbonyl]-5-methyl-1H-pyrrole-2-carbaldehyde). The reagents and catalysts are N1CCCCC1 (piperidine). Run in C(C)O (ethanol). Conditions: time 3 day. The product is N1C(CC2=CC=CC=C12)=O (1,3-dihydro-indol-2-one). The yield is 278.5%. Reaction SMILES: FC(F)(F)C1C=C([C:9]2[CH:17]=[CH:16][CH:15]=[C:14]3[C:10]=2[CH2:11][C:12](=[O:18])[NH:13]3)C=CC=1.C[C@H]1N[C@@H](C)CN(C(C2C=C(C)NC=2C=O)=O)C1>C(O)C.N1CCCCC1>[NH:13]1[C:14]2[C:10](=[CH:9][CH:17]=[CH:16][CH:15]=2)[CH2:11][C:12]1=[O:18]. Procedure: To a solution of 4-(3-trifluoromethyl-phenyl)-1,3-dihydro-indol-2-one (56.8 mg, 0.25 mmol) and 3-[(cis)3,5-dimethyl-piperazine-1-carbonyl]-5-methyl-1H-pyrrole-2-carbaldehyde (62.3 mg, 0.26 mmol) in ethanol (2 mL) was added piperidine (3 drops). The reaction mixture was stirred at room temperature for three days. A yellow solid product was precipitated out, filtered, washed by ethanol for three times, and dried under high vacuum to provide pure product 3-[3-((cis)-3,5-dimethyl-piperazine-1-carbon... Reactants: CN1Cc2c(CO)ncn2-c2ccccc2C1=O, O=S(Cl)Cl, c1ccccc1. Product: CN1Cc2c(CCl)ncn2-c2ccccc2C1=O. As a reaction SMILES: [OH:1][CH2:2][c:3]1[n:4][cH:5][n:6]2[c:7]1[CH2:8][N:9]([CH3:18])[C:10](=[O:17])[c:11]1[c:12]-2[cH:13][cH:14][cH:15][cH:16]1.[S:19]([Cl:20])([Cl:21])=[O:22].[cH:23]1[cH:24][cH:25][cH:26][cH:27][cH:28]1>>[CH2:2]([c:3]1[n:4][cH:5][n:6]2[c:7]1[CH2:8][N:9]([CH3:18])[C:10](=[O:17])[c:11]1[c:12]-2[cH:13][cH:14][cH:15][cH:16]1)[Cl:21]. Starting materials: 5R, FC=1C=C(C=CC1)N1C(O[C@@H](C1)CO)=O ((5S)-3-(3-Fluoro-phenyl)-5-hydroxymethyl-oxazolidin-2-one), IN1C(CCC1=O)=O (N-iodosuccinimide). The solvent is FC(C(=O)O)(F)F (trifluoroacetic acid). Run at temperature 25 celsius, time 2 hour. Yields the product FC=1C=C(C=CC1I)N1C(O[C@H](C1)CO)=O ((5R)-3-(3-Fluoro-4-iodo-phenyl)-5-hydroxymethyl-oxazolidin-2-one). Yield: 88.0%. RXN SMILES: [F:1][C:2]1[CH:3]=[C:4]([N:8]2[CH2:12][C@@H:11]([CH2:13][OH:14])[O:10][C:9]2=[O:15])[CH:5]=[CH:6][CH:7]=1.[I:16]N1C(=O)CCC1=O>FC(F)(F)C(O)=O>[F:1][C:2]1[CH:3]=[C:4]([N:8]2[CH2:12][C@H:11]([CH2:13][OH:14])[O:10][C:9]2=[O:15])[CH:5]=[CH:6][C:7]=1[I:16]. Reported procedure: A solution of (5R)-(3-(3-fluoro-phenyl)-5-hydroxymethyl-oxazolidin-2-one (1018, 10.74 g, 50.9 mmol) in trifluoroacetic acid (TFA, 50 mL) was treated with N-iodosuccinimide (NIS, 12.03 g, 53.45 mmol, 1.05 equiv) at 25° C., and the resulting reaction mixture was stirred at 25° C. for 2 h. When TLC and HPLC/MS showed that the reaction was complete, the reaction mixture was concentrated in vacuo. The residue was then treated with H2O (100 mL) and 20% EtOAc-hexane (100 mL) at 25° C., and the resultin... Starting materials: COc1c(F)cc(Br)cc1F, [Cu]I, C#CC=C1CCN(c2ncccc2[N+](=O)[O-])CC1. Product: COc1c(F)cc(C#CC=C2CCN(c3ncccc3[N+](=O)[O-])CC2)cc1F. Reaction SMILES: [Br:19][c:20]1[cH:21][c:22]([F:29])[c:23]([O:27][CH3:28])[c:24]([F:26])[cH:25]1.[Cu:30][I:31].[N+:1](=[O:2])([O-:3])[c:4]1[c:5]([N:10]2[CH2:11][CH2:12][C:13](=[CH:16][C:17]#[CH:18])[CH2:14][CH2:15]2)[n:6][cH:7][cH:8][cH:9]1>>[N+:1](=[O:2])([O-:3])[c:4]1[c:5]([N:10]2[CH2:11][CH2:12][C:13](=[CH:16][C:17]#[C:18][c:20]3[cH:21][c:22]([F:29])[c:23]([O:27][CH3:28])[c:24]([F:26])[cH:25]3)[CH2:14][CH2:15]2)[n:6][cH:7][cH:8][cH:9]1.